describe an organic reaction: reactants, conditions, products, and yield From a dataset of the Open Reaction Database (ORD), a public repository of structured organic reaction records. Starting materials: Cc1ccc(Br)cc1[N+](=O)[O-], O=C([O-])[O-], CC(C)(C)P(c1ccccc1-c1ccccc1)C(C)(C)C, CC(=O)[O-], CC(=O)[O-], C1COCCN1, Cc1ccccc1, [Cs+], [Cs+], [Pd+2]. Product: Cc1ccc(N2CCOCC2)cc1[N+](=O)[O-]. Reaction SMILES: [Br:1][c:2]1[cH:3][c:4]([N+:9](=[O:10])[O-:11])[c:5]([CH3:8])[cH:6][cH:7]1.[C:18](=[O:19])([O-:20])[O-:21].[C:24]([P:25]([C:26]([CH3:27])([CH3:28])[CH3:29])[c:30]1[cH:31][cH:32][cH:33][cH:34][c:35]1-[c:36]1[cH:37][cH:38][cH:39][cH:40][cH:41]1)([CH3:42])([CH3:43])[CH3:44].[C:52]([O-:53])(=[O:54])[CH3:55].[C:56]([O-:57])(=[O:58])[CH3:59].[CH2:12]1[CH2:13][O:14][CH2:15][CH2:16][NH:17]1.[CH3:45][c:46]1[cH:47][cH:48][cH:49][cH:50][cH:51]1.[Cs+:22].[Cs+:23].[Pd+2:60]>>[c:2]1([N:17]2[CH2:12][CH2:13][O:14][CH2:15][CH2:16]2)[cH:3][c:4]([N+:9](=[O:10])[O-:11])[c:5]([CH3:8])[cH:6][cH:7]1. Starting materials: COC(=O)C1=CC(=CC=2CCOC21)C2=CC(=CC=C2)[N+](=O)[O-] (5-(3-Nitrophenyl)-2,3-dihydro-7-benzofurancarboxylic acid methyl ester), [Sn](Cl)Cl (tin(II) chloride), C([O-])(O)=O.[Na+] (sodium bicarbonate). Run in C(C)(=O)OCC (ethyl acetate). Product: COC(=O)C1=CC(=CC=2CCOC21)C2=CC(=CC=C2)N (5-(3-Aminophenyl)-2,3-dihydro-7-benzofurancarboxyiic acid methyl ester). The yield is 80.4%. RXN SMILES: [CH3:1][O:2][C:3]([C:5]1[C:13]2[O:12][CH2:11][CH2:10][C:9]=2[CH:8]=[C:7]([C:14]2[CH:19]=[CH:18][CH:17]=[C:16]([N+:20]([O-])=O)[CH:15]=2)[CH:6]=1)=[O:4].[Sn](Cl)Cl.C(=O)(O)[O-].[Na+]>C(OCC)(=O)C>[CH3:1][O:2][C:3]([C:5]1[C:13]2[O:12][CH2:11][CH2:10][C:9]=2[CH:8]=[C:7]([C:14]2[CH:19]=[CH:18][CH:17]=[C:16]([NH2:20])[CH:15]=2)[CH:6]=1)=[O:4] |f:2.3|. Procedure: 5-(3-Nitrophenyl)-2,3-dihydro-7-benzofurancarboxylic acid methyl ester (650 mg) and tin(II) chloride (2.3 g) in ethyl acetate (28 mL) were heated at 70° C. for 16 h. The mixture was allowed to cool and poured onto ice. The pH was adjusted to 7-8 by addition of saturated aqueous sodium bicarbonate, and the mixture was extracted with ethyl acetate. The organic layer was washed with brine, treated with charcoal and dried over sodium sulfate. Filtration and removal of solvent afforded the title comp... Starting materials: ClC1=NC2=CC=CC=C2C(=N1)Cl (2,4-dichloroquinazoline), N1CCCC1 (pyrrolidine), O (water). Solvent: O1CCCC1 (tetrahydrofuran). Product: N1(CCCC1)C1=NC2=CC=CC=C2C(=N1)N1CCCC1 (2,4-bispyrrolidinylquinazoline). As a reaction SMILES: Cl[C:2]1[N:11]=[C:10](Cl)[C:9]2[C:4](=[CH:5][CH:6]=[CH:7][CH:8]=2)[N:3]=1.[NH:13]1[CH2:17][CH2:16][CH2:15][CH2:14]1.O>O1CCCC1>[N:13]1([C:2]2[N:11]=[C:10]([N:13]3[CH2:17][CH2:16][CH2:15][CH2:14]3)[C:9]3[C:4](=[CH:5][CH:6]=[CH:7][CH:8]=3)[N:3]=2)[CH2:17][CH2:16][CH2:15][CH2:14]1. Reported procedure: Ten grams of 2,4-dichloroquinazoline was added carefully to a solution of 25 ml of pyrrolidine in 200 ml of tetrahydrofuran. The resulting mixture was heated at reflux overnight and then was poured into a mixture of ice and water. The resulting mixture was extracted several times with ether. The ether extracts were combined and washed with water. The ether phase then was dried over anhydrous sodium sulfate. The solvent was removed by distillation and the residue was recrystallized from a 1:1 ben... Starting materials: C(CCC)[Sn](C=1SC(=CC1)C#CC=1SC2=C(C1)C=CC=C2)(CCCC)CCCC (tributyl 5-(benzothien-2-ylethynyl)thien-2-yltin), BrC1=CC=CC=C1 (bromobenzene). Reagents/catalysts: Cl[Pd]([P](C1=CC=CC=C1)(C2=CC=CC=C2)C3=CC=CC=C3)([P](C4=CC=CC=C4)(C5=CC=CC=C5)C6=CC=CC=C6)Cl (bis(triphenylphosphine)palladium(II) chloride). Run in O1CCCC1 (tetrahydrofuran). Run at time 18 hour. Product: C1(=CC=CC=C1)C1=CC=C(S1)C#CC=1SC2=C(C1)C=CC=C2 (2-(5-phenylthien-2-ylethynyl)benzothiophene). Yield: 46.6%. RXN SMILES: C([Sn](CCCC)(CCCC)[C:6]1[S:7][C:8]([C:11]#[C:12][C:13]2[S:14][C:15]3[CH:21]=[CH:20][CH:19]=[CH:18][C:16]=3[CH:17]=2)=[CH:9][CH:10]=1)CCC.Br[C:31]1[CH:36]=[CH:35][CH:34]=[CH:33][CH:32]=1>O1CCCC1.Cl[Pd](Cl)([P](C1C=CC=CC=1)(C1C=CC=CC=1)C1C=CC=CC=1)[P](C1C=CC=CC=1)(C1C=CC=CC=1)C1C=CC=CC=1>[C:31]1([C:6]2[S:7][C:8]([C:11]#[C:12][C:13]3[S:14][C:15]4[CH:21]=[CH:20][CH:19]=[CH:18][C:16]=4[CH:17]=3)=[CH:9][CH:10]=2)[CH:36]=[CH:35][CH:34]=[CH:33][CH:32]=1 |^1:44,63|. Procedure details: To a stirred solution of 1.0 gram (0.0019 mole) of tributyl 5-(benzothien-2-ylethynyl)thien-2-yltin and 0.33 gram (0.0021 mole) of bromobenzene in 10 ml of tetrahydrofuran was added a catalytic amount of bis(triphenylphosphine)palladium(II) chloride. Upon completion of addition, the reaction mixture was warmed to reflux where it was stirred for 18 hours. After this time the reaction mixture was cooled to ambient temperature, and then it was subjected to column chromatography on silica gel. Eluti... Starting materials: CN1C(=CC2=CC=CC=C12)C1=CC=CC=C1 (1-methyl-2-phenyl-indole), ice, C(C)(=O)[O-].[Na+] (sodium acetate), P(=O)(Cl)(Cl)Cl (phosphorus oxychloride). Solvent: CN(C=O)C (dimethylformamide), O (water), CN(C=O)C (dimethylformamide). Reaction conditions: time 1 hour. The product is CN1C(=C(C2=CC=CC=C12)C=O)C1=CC=CC=C1 (1-methyl-2-phenyl-3-formyl-indole). As a reaction SMILES: P(Cl)(Cl)(Cl)=O.[CH3:6][N:7]1[C:15]2[C:10](=[CH:11][CH:12]=[CH:13][CH:14]=2)[CH:9]=[C:8]1[C:16]1[CH:21]=[CH:20][CH:19]=[CH:18][CH:17]=1.[C:22]([O-])(=[O:24])C.[Na+]>CN(C)C=O.O>[CH3:6][N:7]1[C:15]2[C:10](=[CH:11][CH:12]=[CH:13][CH:14]=2)[C:9]([CH:22]=[O:24])=[C:8]1[C:16]1[CH:21]=[CH:20][CH:19]=[CH:18][CH:17]=1 |f:2.3|. Procedure: To 150 ml of dimethylformamide 46 ml of phosphorus oxychloride were added dropwise care being taken that the temperature of the reaction mixture did not rise above 20° C. Subsequently to the obtained mixture 103.5 g of 1-methyl-2-phenyl-indole dissolved in 200 ml of dimethylformamide were added dropwise. During the addition the temperature of the reaction mixture was kept in the range of 20° to 40° C and thereupon for 1 hour between 40° and 45° C. Then the reaction mixture was poured into a solu... Starting materials: O=C([O-])[O-], C1CCNC1, CC#N, CCc1cc(-c2ccc(CNC(=O)CCl)s2)c(C)[nH]c1=O, [K+], [K+]. The product is CCc1cc(-c2ccc(CNC(=O)CN3CCCC3)s2)c(C)[nH]c1=O, Cl. As a reaction SMILES: [C:27](=[O:28])([O-:29])[O-:30].[CH2:22]1[CH2:23][CH2:24][NH:25][CH2:26]1.[CH3:33][C:34]#[N:35].[Cl:1][CH2:2][C:3](=[O:4])[NH:5][CH2:6][c:7]1[s:8][c:9](-[c:12]2[c:13]([CH3:21])[nH:14][c:15](=[O:20])[c:16]([CH2:18][CH3:19])[cH:17]2)[cH:10][cH:11]1.[K+:31].[K+:32]>>[CH2:2]([C:3](=[O:4])[NH:5][CH2:6][c:7]1[s:8][c:9](-[c:12]2[c:13]([CH3:21])[nH:14][c:15](=[O:20])[c:16]([CH2:18][CH3:19])[cH:17]2)[cH:10][cH:11]1)[N:25]1[CH2:24][CH2:23][CH2:22][CH2:26]1.[ClH:1]. Starting materials: silyl ester, C([O-])([O-])=O.[K+].[K+] (potassium carbonate), C(=O)(OC(C)(C)C)N[C@H]([C@H](C[C@H](C(=O)O)CC1=C(C=C(C=C1)F)F)O)CC1=CC=CC=C1 (5(S)-(Boc-amino)-4(S)-hydroxy-6-phenyl-2(R)-[(2,4-difluorophenyl)methyl]-hexanoic acid), C(C)(C)(C)[Si](Cl)(C)C (tert-butyldimethylchlorosilane), N1C=NC=C1 (imidazole). Solvent: CO (methanol), C1CCOC1 (THF), O (water), CCCCCC.C(C)(=O)OCC (hexane ethyl acetate), CN(C)C=O (DMF). Product: C(=O)(OC(C)(C)C)N[C@H]([C@H](C[C@H](C(=O)O)CC1=C(C=C(C=C1)F)F)O[Si](C)(C)C(C)(C)C)CC1=CC=CC=C1 (5(S)-(Boc-amino)-4(S)-(tert-butyldimethylsilyloxy)-6-phenyl-2(R)-[(2,4-difluorophenyl)methyl]-hexanoic acid). Reaction SMILES: [C:1]([NH:8][C@@H:9]([CH2:26][C:27]1[CH:32]=[CH:31][CH:30]=[CH:29][CH:28]=1)[C@@H:10]([OH:25])[CH2:11][C@@H:12]([CH2:16][C:17]1[CH:22]=[CH:21][C:20]([F:23])=[CH:19][C:18]=1[F:24])[C:13]([OH:15])=[O:14])([O:3][C:4]([CH3:7])([CH3:6])[CH3:5])=[O:2].[C:33]([Si:37]([CH3:40])([CH3:39])Cl)([CH3:36])([CH3:35])[CH3:34].N1C=CN=C1.C(=O)([O-])[O-].[K+].[K+]>CN(C=O)C.CO.C1COCC1.O.CCCCCC.C(OCC)(=O)C>[C:1]([NH:8][C@@H:9]([CH2:26][C:27]1[CH:32]=[CH:31][CH:30]=[CH:29][CH:28]=1)[C@@H:10]([O:25][Si:37]([C:33]([CH3:36])([CH3:35])[CH3:34])([CH3:40])[CH3:39])[CH2:11][C@@H:12]([CH2:16][C:17]1[CH:22]=[CH:21][C:20]([F:23])=[CH:19][C:18]=1[F:24])[C:13]([OH:15])=[O:14])([O:3][C:4]([CH3:6])([CH3:7])[CH3:5])=[O:2] |f:3.4.5,10.11|. Reported procedure: Analogously to Example 1j), 3.2 g (7.12 mmol) of 5(S)-(Boc-amino)-4(S)-hydroxy-6-phenyl-2(R)-[(2,4-difluorophenyl)methyl]-hexanoic acid in 67 ml of DMF are silylated with 4.93 g (32.7 mmol) of tert-butyldimethylchlorosilane and 3.97 g (58.4 mmol) of imidazole. Hydrolysis of the silyl ester function with 5.9 g of potassium carbonate in 77 ml of methanol, 20 ml of THF and 20 ml of water yields the title compound after column chromatography (SiO2, hexane/ethyl acetate 2:1): TLC Rf (D)=0.22; tRet (I...